Dataset: the Open Reaction Database (ORD), a public repository of structured organic reaction records. Task: describe an organic reaction: reactants, conditions, products, and yield Starting materials: CN1N=C(C=C1C1=CC2=C(CCNCC2)C=C1)C (7-(1,3-dimethyl-1H-pyrazol-5-yl)-2,3,4,5-tetrahydro-1H-3-benzazepine), CN1N=C(C=C1C1=CC2=C(CCNCC2)C=C1)C (7-(1,3-dimethyl-1H-pyrazol-5-yl)-2,3,4,5-tetrahydro-1H-3-benzazepine), OCCC(C)=O (4-hydroxy-2-butanone), C(C)(=O)O[BH-](OC(C)=O)OC(C)=O.[Na+] (sodium triacetoxyborohydride), [OH-].[Na+] (sodium hydroxide). Solvent: O1CCCC1 (tetrahydrofuran), C(C)(=O)O (acetic acid). Product: CN1N=C(C=C1C1=CC2=C(CCN(CC2)C(CCO)C)C=C1)C (3-[7-(1,3-Dimethyl-1H-pyrazol-5-yl)-1,2,4,5-tetrahydro-3H-3-benzazepin-3-yl]-1-butanol). The yield is 38.5%. As a reaction SMILES: [CH3:1][N:2]1[C:6]([C:7]2[CH:17]=[CH:16][C:10]3[CH2:11][CH2:12][NH:13][CH2:14][CH2:15][C:9]=3[CH:8]=2)=[CH:5][C:4]([CH3:18])=[N:3]1.[OH:19][CH2:20][CH2:21][C:22](=O)[CH3:23].C(O[BH-](OC(=O)C)OC(=O)C)(=O)C.[Na+].[OH-].[Na+]>O1CCCC1.C(O)(=O)C>[CH3:1][N:2]1[C:6]([C:7]2[CH:17]=[CH:16][C:10]3[CH2:11][CH2:12][N:13]([CH:22]([CH3:23])[CH2:21][CH2:20][OH:19])[CH2:14][CH2:15][C:9]=3[CH:8]=2)=[CH:5][C:4]([CH3:18])=[N:3]1 |f:2.3,4.5|. Reported procedure: To a stirred solution of 7-(1,3-dimethyl-1H-pyrazol-5-yl)-2,3,4,5-tetrahydro-1H-3-benzazepine (0.5 g) (intermediate 3) in tetrahydrofuran (5 ml), at room temperature, 4-hydroxy-2-butanone (0.22 g), glacial acetic acid (0.12 ml) and sodium triacetoxyborohydride (0.53 g) were subsequently added. After stirring over night the mixture was made alkaline with 1N aqueous sodium hydroxide and extracted with dichloromethane. The organic phase was dried with sodium sulphate and evaporated under reduced pr... Reactants: FC(C1=CC=C2CCNC(C2=C1)=O)(F)F (7-trifluoromethyl-3,4-dihydro-2H-isoquinolin-1-one), BrC=1C=NC=CC1C(OC)OC (3-Bromo-4-dimethoxymethyl-pyridine), trans-N,N′-dimethyl-cyclohexyl-1,2-diamine, P(=O)([O-])([O-])[O-].[K+].[K+].[K+] (potassium phosphate). Reagents/catalysts: [Cu](I)I (copper iodide). Run in O1CCOCC1 (1,4-dioxane). The product is COC(C1=C(C=NC=C1)N1C(C2=CC(=CC=C2CC1)C(F)(F)F)=O)OC (2-(4-(dimethoxymethyl)pyridin-3-yl)-7-(trifluoromethyl)-3,4-dihydroisoquinolin-1(2H)-one). The yield is 98.7%. Reaction SMILES: [F:1][C:2]([F:15])([F:14])[C:3]1[CH:12]=[C:11]2[C:6]([CH2:7][CH2:8][NH:9][C:10]2=[O:13])=[CH:5][CH:4]=1.Br[C:17]1[CH:18]=[N:19][CH:20]=[CH:21][C:22]=1[CH:23]([O:26][CH3:27])[O:24][CH3:25].P([O-])([O-])([O-])=O.[K+].[K+].[K+]>[Cu](I)I.O1CCOCC1>[CH3:25][O:24][CH:23]([O:26][CH3:27])[C:22]1[CH:21]=[CH:20][N:19]=[CH:18][C:17]=1[N:9]1[CH2:8][CH2:7][C:6]2[C:11](=[CH:12][C:3]([C:2]([F:1])([F:14])[F:15])=[CH:4][CH:5]=2)[C:10]1=[O:13] |f:2.3.4.5|. Reported procedure: Using analogous conditions as described for the preparation of Example 1A above, 7-trifluoromethyl-3,4-dihydro-2H-isoquinolin-1-one (I-4-d: 505.4 mg, 2.3503 mmol) was reacted with 3-Bromo-4-dimethoxymethyl-pyridine (I-52a: 600 mg, 2.5854 mmol), 1,4-dioxane (20 mL), copper iodide (44.6 mg, 0.2348 mmol), trans-N,N′-dimethyl-cyclohexyl-1,2-diamine (80.9 mg, 0.7052 mmol) and potassium phosphate (1.49 g, 7.0507 mmol) to afford the crude product. Purification by column chromatography on silica gel (1%... The reactants are [OH-].[K+] (KOH), O (water), C(C)OC(C1=C(C=C(C(=O)OCC)C(=C1)OCCCCCC)OCCCCCC)=O (2,5-dihexoxyterephthalic acid diethyl ester). The solvent is C(C)O (ethanol). Run at temperature 90 celsius, time 2 hour. The product is C(CCCCC)OC1=C(C(=O)O)C=C(C(=C1)C(=O)O)OCCCCCC (2,5-dihexoxyterephthalic acid). RXN SMILES: [OH-].[K+].O.C([O:6][C:7](=[O:33])[C:8]1[CH:18]=[C:17]([O:19][CH2:20][CH2:21][CH2:22][CH2:23][CH2:24][CH3:25])[C:11]([C:12]([O:14]CC)=[O:13])=[CH:10][C:9]=1[O:26][CH2:27][CH2:28][CH2:29][CH2:30][CH2:31][CH3:32])C>C(O)C>[CH2:27]([O:26][C:9]1[CH:10]=[C:11]([C:12]([OH:14])=[O:13])[C:17]([O:19][CH2:20][CH2:21][CH2:22][CH2:23][CH2:24][CH3:25])=[CH:18][C:8]=1[C:7]([OH:33])=[O:6])[CH2:28][CH2:29][CH2:30][CH2:31][CH3:32] |f:0.1|. Reported procedure: A mixture of 8.91 g (135 mmol) 85% aqueous KOH solution and 20 ml water is added to 16.3 g (38.57 mmol) 2,5-dihexoxyterephthalic acid diethyl ester in 20 ml ethanol and the whole is stirred for 2 hours at 90° C. The crude product precipitated by the dropwise addition of 12.5 ml conc. HCl with ice-cooling is filtered off, washed neutral with water and recrystallized from ethanol. Starting materials: solid, Cl.Cl.O1C=C(C=C2C1=CC=C2)C2N(CCCC2)CC[C@@H]2CC[C@H](CC2)N (trans-4-[2-(4-benzofuran-3-yl-piperidin-1-yl)-ethyl]-cyclohexylamine dihydrochloride), Cl.Cl.O1C=C(C=C2C1=CC=C2)C2N(CCCC2)CC[C@@H]2CC[C@H](CC2)N (trans-4-[2-(4-benzofuran-3-yl-piperidin-1-yl)-ethyl]-cyclohexylamine dihydrochloride), C(C(C)C)C1=CC=C(C(=O)O)C=C1 (4-isobutyl-benzoic acid). Product: O1C=C(C=C2C1=CC=C2)C2N(CCCC2)CC[C@@H]2CC[C@H](CC2)NC(C2=CC=C(C=C2)CC(C)C)=O (trans-N-{4-[2-(4-Benzofuran-3-yl-piperidin-1-yl)-ethyl]-cyclohexyl}-4-isobutyl-benzamide). As a reaction SMILES: Cl.Cl.[O:3]1[C:8]2=[CH:9][CH:10]=[CH:11][C:7]2=[CH:6][C:5]([CH:12]2[CH2:17][CH2:16][CH2:15][CH2:14][N:13]2[CH2:18][CH2:19][C@H:20]2[CH2:25][CH2:24][C@H:23]([NH2:26])[CH2:22][CH2:21]2)=[CH:4]1.[CH2:27]([C:31]1[CH:39]=[CH:38][C:34]([C:35](O)=[O:36])=[CH:33][CH:32]=1)[CH:28]([CH3:30])[CH3:29]>>[O:3]1[C:8]2=[CH:9][CH:10]=[CH:11][C:7]2=[CH:6][C:5]([CH:12]2[CH2:17][CH2:16][CH2:15][CH2:14][N:13]2[CH2:18][CH2:19][C@H:20]2[CH2:21][CH2:22][C@H:23]([NH:26][C:35](=[O:36])[C:34]3[CH:38]=[CH:39][C:31]([CH2:27][CH:28]([CH3:29])[CH3:30])=[CH:32][CH:33]=3)[CH2:24][CH2:25]2)=[CH:4]1 |f:0.1.2|. Procedure: The title compound, off-white solid (89 mg, 73%), MS (ISP) m/z=487.4 [(M+H)+], mp 190° C., was prepared in accordance with the general method of example 1 from trans-4-[2-(4-benzofuran-3-yl-piperidin-1-yl)-ethyl]-cyclohexylamine dihydrochloride (intermediate A) (100 mg, 0.25 mmol) and 4-isobutyl-benzoic acid. Starting materials: CC1=C(OC2=CC(=C(C=C2)O)C(C)C)C(=CC(=C1)[N+](=O)[O-])C (4-(2,6-dimethyl-4-nitro-phenoxy)-2-isopropyl-phenol). The reagents and catalysts are [Pd] (Pd/C). Run in C(C)O (ethanol), CCOC(=O)C (EtOAc). Reaction conditions: time 2 hour. Product: NC1=CC(=C(OC2=CC(=C(C=C2)O)C(C)C)C(=C1)C)C (4-(4-Amino-2,6-dimethyl-phenoxy)-2-isopropyl-phenol). Isolated yield 106.2%. RXN SMILES: [CH3:1][C:2]1[CH:18]=[C:17]([N+:19]([O-])=O)[CH:16]=[C:15]([CH3:22])[C:3]=1[O:4][C:5]1[CH:10]=[CH:9][C:8]([OH:11])=[C:7]([CH:12]([CH3:14])[CH3:13])[CH:6]=1>C(O)C.CCOC(C)=O.[Pd]>[NH2:19][C:17]1[CH:18]=[C:2]([CH3:1])[C:3]([O:4][C:5]2[CH:10]=[CH:9][C:8]([OH:11])=[C:7]([CH:12]([CH3:14])[CH3:13])[CH:6]=2)=[C:15]([CH3:22])[CH:16]=1. Procedure: To a solution of 4-(2,6-dimethyl-4-nitro-phenoxy)-2-isopropyl-phenol (478 mg, 1.59 mmol) in a mixture of ethanol (10 mL) and EtOAc (30 mL) was added catalyst (10% Pd/C, 100 mg). The mixture was hydrogenated under 50 psi at RT for 2 h. The mixture was filtered through Celite® and concentrated to give the title compound of Step C (458 mg) as a brown solid. The title product of Step C was used without further purification in the next step. MS (APCl−) Calc.: 271.2, Found: 270.2 (M−1). The reactants are CS(N)(=O)=O, Cc1ccccc1, CC(c1ccc(OC(F)F)cc1)N1CCC(CCCO)(c2ccc(F)cc2)OC1=O. The product is CC(c1ccc(OC(F)F)cc1)N1CCC(CCCNS(C)(=O)=O)(c2ccc(F)cc2)OC1=O. Reaction SMILES: [CH3:31][S:32](=[O:33])(=[O:34])[NH2:35].[CH3:36][c:37]1[cH:38][cH:39][cH:40][cH:41][cH:42]1.[F:1][CH:2]([O:3][c:4]1[cH:5][cH:6][c:7]([CH:10]([CH3:11])[N:12]2[C:13](=[O:29])[O:14][C:15]([CH2:18][CH2:19][CH2:20][OH:21])([c:22]3[cH:23][cH:24][c:25]([F:28])[cH:26][cH:27]3)[CH2:16][CH2:17]2)[cH:8][cH:9]1)[F:30]>>[F:1][CH:2]([O:3][c:4]1[cH:5][cH:6][c:7]([CH:10]([CH3:11])[N:12]2[C:13](=[O:29])[O:14][C:15]([CH2:18][CH2:19][CH2:20][NH:35][S:32]([CH3:31])(=[O:33])=[O:34])([c:22]3[cH:23][cH:24][c:25]([F:28])[cH:26][cH:27]3)[CH2:16][CH2:17]2)[cH:8][cH:9]1)[F:30]. Starting materials: [NH4+].[Cl-] (NH4Cl), [N+](=O)([O-])C1=CC=C(OCC2=NC=CC=C2)C=C1 (2-[(4-Nitrophenoxy)methyl]pyridine), CC1=C(C=C(C=C1)[N+](=O)[O-])O (2-methyl-5-nitrophenol). The solvent is O (water), C(C)O (ethanol). Conditions: temperature 75 celsius, time 2 hour. Product: NC1=CC=C(OCC2=NC=CC=C2)C=C1 (2-[(4-aminophenoxy)methyl]pyridine). Isolated yield 86.6%. As a reaction SMILES: [N+:1]([C:4]1[CH:17]=[CH:16][C:7]([O:8][CH2:9][C:10]2[CH:15]=[CH:14][CH:13]=[CH:12][N:11]=2)=[CH:6][CH:5]=1)([O-])=O.[NH4+].[Cl-].CC1C=CC([N+]([O-])=O)=CC=1O>C(O)C.O>[NH2:1][C:4]1[CH:17]=[CH:16][C:7]([O:8][CH2:9][C:10]2[CH:15]=[CH:14][CH:13]=[CH:12][N:11]=2)=[CH:6][CH:5]=1 |f:1.2|. Procedure details: 2-[(4-Nitrophenoxy)methyl]pyridine (2.30 g, 10 mmol) was dissolved in ethanol (160 mL) and water (40 mL). NH4Cl (5.30 g) was added to the above mixture and heated to 70-80° C. To this reaction mixture was added iron powder (5:50 g) in portion wise manner under a vigorous stirring and the stirring was continued for 2 h. The reaction mixture was filtered through a Celite pad when hot and washed the filter bed with MeOH. The filtrate was concentrated, diluted with water, extracted with CH2Cl2 (3×75... The reactants are CC(=O)O, CCO, CSCCC(N)C(=O)O, I. Product: CSCCC(N)C(=O)O, I. RXN SMILES: [CH3:14][C:15](=[O:16])[OH:17].[CH3:1][CH2:2][OH:3].[CH3:5][S:6][CH2:7][CH2:8][CH:9]([NH2:10])[C:11]([OH:12])=[O:13].[I:4]>>[CH3:5][S:6][CH2:7][CH2:8][CH:9]([NH2:10])[C:11](=[O:12])[OH:13].[I:4].